From a dataset of the Open Reaction Database (ORD), a public repository of structured organic reaction records. describe an organic reaction: reactants, conditions, products, and yield Starting materials: CC1=C(C(NC=C1)=O)[N+](=O)[O-] (4-methyl-3-nitro-2-pyridone), [H-].[Na+] (sodium hydride), COC1CCC(CC1)CBr (4-Methoxycyclohexylmethylbromide). As a reaction SMILES: [CH3:1][C:2]1[CH:7]=[CH:6][NH:5][C:4](=[O:8])[C:3]=1[N+:9]([O-:11])=[O:10].[H-].[Na+].[CH3:14][O:15][CH:16]1[CH2:21][CH2:20][CH:19]([CH2:22]Br)[CH2:18][CH2:17]1>CN(C=O)C.O>[N+:9]([C:3]1[C:4](=[O:8])[N:5]([CH2:22][C@H:19]2[CH2:20][CH2:21][C@@H:16]([O:15][CH3:14])[CH2:17][CH2:18]2)[CH:6]=[CH:7][C:2]=1[CH3:1])([O-:11])=[O:10] |f:1.2|. Run in CN(C)C=O (DMF), CN(C)C=O (DMF), O (water). Conditions: time 1 hour. Yields the product [N+](=O)([O-])C=1C(N(C=CC1C)C[C@@H]1CC[C@@H](CC1)OC)=O (cis-3-nitro-1-(4-methoxycyclohexylmethyl)-4-methyl-2-pyridone). Procedure details: A mixture of 4-methyl-3-nitro-2-pyridone (0.93 g, 6.0 mmol) and sodium hydride (60% in oil, 0.25 g, 6.3 mmol) in DMF (20 mL) was stirred at rt for 1 hour. 4-Methoxycyclohexylmethylbromide (1.5 g, 7.2 mmol) in DMF (5 mL) was added. After 60 hours, the mixture was diluted with water, and extracted with ethyl acetate. The organic phase was washed, dried (MgSO4), and evaporated. Chromatography of the residue over silica gel (ethyl acetate/hexane 1/1 to 3/1) gave cis-3-nitro-1-(4-methoxycyclohexylmet...